This data is from the Open Reaction Database (ORD), a public repository of structured organic reaction records. The task is: describe an organic reaction: reactants, conditions, products, and yield Procedure details: A solution of diethyl cyanomethylphosphonate (5.3 ml) in tetrahydrofuran (10 ml) was added dropwise to an ice-cooled mixture of sodium hydride (60%, 1.3 g) in tetrahydrofuran (40 ml). The mixture was stirred at 5° C. for 15 minutes. To the resulting mixture was added a solution of 4-(methylthio)benzaldehyde (5 g) in tetrahydrofuran (10 ml) at 5 to 10° C. The mixture was stirred at ambient temperature for 5 hours, diluted with ethyl acetate, and washed with water. The organic layer was dried and ... Solvent: C(C)(=O)OCC (ethyl acetate), O1CCCC1 (tetrahydrofuran), O1CCCC1 (tetrahydrofuran), O1CCCC1 (tetrahydrofuran). Reactants: C(#N)CP(OCC)(OCC)=O (diethyl cyanomethylphosphonate), ice, [H-].[Na+] (sodium hydride), CSC1=CC=C(C=O)C=C1 (4-(methylthio)benzaldehyde). Conditions: temperature 5 celsius, time 15 minute. RXN SMILES: [C:1]([CH2:3]P(=O)(OCC)OCC)#[N:2].[H-].[Na+].[CH3:14][S:15][C:16]1[CH:23]=[CH:22][C:19]([CH:20]=O)=[CH:18][CH:17]=1>O1CCCC1.C(OCC)(=O)C>[CH3:14][S:15][C:16]1[CH:23]=[CH:22][C:19]([CH:20]=[CH:3][C:1]#[N:2])=[CH:18][CH:17]=1 |f:1.2|. Yields the product CSC1=CC=C(C=C1)C=CC#N (3-[4-(methylthio)phenyl]acrylonitrile). Procedure: The preparation of compound (II) can be accomplished by methods well known to the skilled artisan of organic synthesis, and by methods taught in commonly assigned U.S. patent application Ser. No. 09/056,820, and Tet. Lett. 1994, 35(37), 6811-6814, the disclosures of which are hereby incorporated by reference. Dissolution of compound (II) in THF containing 5% v/v 1N HCl followed by treatment with about 2 equivalents of (R)-(+)-a-methylbenzyl isocyanate between 0° C. and ambient temperature effect... Reactants: [N-]=C=O (isocyanate), compound ( II ), Cl (HCl), compound ( II ), C[C@H](C1=CC=CC=C1)N=C=O ((R)-(+)-a-methylbenzyl isocyanate), [N-]=C=O (isocyanate), [N].NC1=CC=CC=C1 (aniline nitrogen), ( II ). The solvent is C1CCOC1 (THF). As a reaction SMILES: [CH3:1][C@@H:2]([N:9]=[C:10]=[O:11])[C:3]1[CH:8]=[CH:7][CH:6]=[CH:5][CH:4]=1.[N-]=C=[O:14].[N].NC1C=CC=CC=1.[ClH:23]>C1COCC1>[C:10](=[O:11])=[O:14].[ClH:23].[CH3:1][C@@H:2]([NH2:9])[C:3]1[CH:8]=[CH:7][CH:6]=[CH:5][CH:4]=1 |f:2.3,7.8|. The product is C(=O)=O (CO2), Cl.C[C@H](C1=CC=CC=C1)N ((R)-(+)-a-methyl-benzylamine hydrochloride salt). RXN SMILES: [CH3:1][CH:2]([C:3](=[O:4])[O-:5])[CH:6]1[CH2:7][O:8][c:9]2[c:10]1[cH:11][cH:12][c:13]([O:15][CH2:16][c:17]1[cH:18][c:19](-[c:23]3[c:24]([CH2:39][CH3:40])[cH:25][c:26]([O:31][CH2:32][CH2:33][CH2:34][S:35](=[O:36])(=[O:37])[CH3:38])[cH:27][c:28]3[CH2:29][CH3:30])[cH:20][cH:21][cH:22]1)[cH:14]2.[CH3:41][OH:42].[Na+:44].[O:59]1[CH2:60][CH2:61][CH2:62][CH2:63]1.[OH-:43].[OH2:58].[OH:45][C:46]([CH2:47][C:48]([C:49](=[O:50])[OH:51])([CH2:52][C:53](=[O:54])[OH:55])[OH:56])=[O:57]>>[CH2:2]([C:3](=[O:4])[OH:5])[CH:6]1[CH2:7][O:8][c:9]2[c:10]1[cH:11][cH:12][c:13]([O:15][CH2:16][c:17]1[cH:18][c:19](-[c:23]3[c:24]([CH2:39][CH3:40])[cH:25][c:26]([O:31][CH2:32][CH2:33][CH2:34][S:35](=[O:36])(=[O:37])[CH3:38])[cH:27][c:28]3[CH2:29][CH3:30])[cH:20][cH:21][cH:22]1)[cH:14]2. Yields the product CCc1cc(OCCCS(C)(=O)=O)cc(CC)c1-c1cccc(COc2ccc3c(c2)OCC3CC(=O)O)c1. Reactants: CCc1cc(OCCCS(C)(=O)=O)cc(CC)c1-c1cccc(COc2ccc3c(c2)OCC3C(C)C(=O)[O-])c1, CO, [Na+], C1CCOC1, [OH-], O, O=C(O)CC(O)(CC(=O)O)C(=O)O. Reactants: S1C2=C(C=C1)C(CC2)=O (5,6-Dihydro-cyclopenta[b]thiophen-4-one), [H-].[Na+] (NaH), C1CCOC1 (THF), Cl (HCl), C(C)OC(C1=CN=CC=C1)=O (Nicotinic acid ethyl ester). The solvent is O (water), C(C)(=O)OCC (ethyl acetate). Run at temperature 100 celsius. Product: N1=C(C=CC=C1)C(=O)C1C(C2=C(SC=C2)C1)=O (5-(Pyridine-2-carbonyl)-5,6-dihydro-cyclopenta[b]thiophen-4-one). The yield is 55.0%. Reaction SMILES: [S:1]1[CH:5]=[CH:4][C:3]2[C:6](=[O:9])[CH2:7][CH2:8][C:2]1=2.[H-].[Na+].C(OC(=O)[C:16]1[CH:21]=[CH:20][CH:19]=[N:18][CH:17]=1)C.Cl.C1C[O:27][CH2:26]C1>C(OCC)(=O)C.O>[N:18]1[CH:17]=[CH:16][CH:21]=[CH:20][C:19]=1[C:26]([CH:7]1[CH2:8][C:2]2[S:1][CH:5]=[CH:4][C:3]=2[C:6]1=[O:9])=[O:27] |f:1.2|. Procedure: 5,6-Dihydro-cyclopenta[b]thiophen-4-one (1.66 g, 12 mmol) in 40 mL of THF was treated with NaH (60 percent, 2.4 g, 17 mmol). After the addition of Nicotinic acid ethyl ester (0.3 g, 20 mmol), the reaction mixture was heated at 100° C. for 8 hr. The solution was cooled to room temperature and poured into water. The resulting mixture was acidified with concentrated HCl and was added with ethyl acetate (80 mL). The organic layer was collected, brined, dried over MgSO4(s), and concentrated under red... Starting materials: [O-2].[O-2].[O-2].[Al+3].[Al+3] (gamma-alumina), C1=CC(=CC=C1/C=C/C(=O)O)O (coumaric acid), C(C=CC1=CC=CC=C1)(=O)O (cinnamic acid). Reagents/catalysts: [Pt] (platinum). Run in C(C)(=O)O (acetic acid). Run at temperature 100 celsius. The product is O1C(=O)C=CC2=CC=CC=C12 (coumarin). RXN SMILES: [CH:1]1[C:6](/[CH:7]=[CH:8]/[C:9]([OH:11])=[O:10])=[CH:5][CH:4]=[C:3](O)[CH:2]=1.[O-2].[O-2].[O-2].[Al+3].[Al+3].C(O)(=O)C=CC1C=CC=CC=1>[Pt].C(O)(=O)C>[O:10]1[C:5]2[C:6](=[CH:1][CH:2]=[CH:3][CH:4]=2)[CH:7]=[CH:8][C:9]1=[O:11] |f:1.2.3.4.5|. Reported procedure: To a stirred glass reactor is added 10 mmoles of coumaric acid, 0.5 mmoles of platinum composited on a gamma-alumina support and 60 grams of acetic acid. The reactor is heated to a temperature of 100° C. by means of an oil bath while effecting the reaction in a nitrogen atmosphere. At the end of 4 hours, it will be found that a major portion of the cinnamic acid is cyclized to form coumarin.